Dataset: the Open Reaction Database (ORD), a public repository of structured organic reaction records. Task: describe an organic reaction: reactants, conditions, products, and yield Reaction SMILES: [C:20]([CH3:21])(=[O:22])[NH:23][CH:24]([C:25](=[O:26])[OH:27])[CH:28]([CH2:29][CH2:30][CH2:31][CH2:32][CH3:33])[OH:34].[CH2:52]([Al+:53][CH2:54][CH:55]([CH3:56])[CH3:57])[CH:58]([CH3:59])[CH3:60].[CH3:13][C:14]([O:15][C:16](=[O:17])[CH3:18])=[O:19].[CH3:35][O:36][C:37](=[O:38])[CH:39]([NH:40][C:41](=[O:42])[CH3:43])[CH:44]([OH:45])[CH2:46][CH2:47][CH2:48][CH2:49][CH3:50].[CH3:61][OH:62].[H-:51].[NH2:1][CH:2]([CH:3]([OH:4])[CH2:5][CH2:6][CH2:7][CH2:8][CH3:9])[C:10]([OH:11])=[O:12]>>[C:20]([CH3:21])(=[O:22])[NH:23][CH:24]([CH:25]=[O:26])[CH:28]([CH2:29][CH2:30][CH2:31][CH2:32][CH3:33])[OH:34]. Product: CCCCCC(O)C(C=O)NC(C)=O. Reactants: CCCCCC(O)C(NC(C)=O)C(=O)O, CC(C)C[Al+]CC(C)C, CC(=O)OC(C)=O, CCCCCC(O)C(NC(C)=O)C(=O)OC, CO, [H-], CCCCCC(O)C(N)C(=O)O. The reactants are C12(CC3CC(CC(C1)C3)C2)CCC2=C(N=C(N2)C=2C(=NC(=CC2C)C)C)C(=O)O (5-(2-Adamantan-1-yl-ethyl)-2-(2,4,6-trimethyl-pyridine-3-yl)-1H-imidazole-4-carboxylic acid), COC(C1=C(C=CC(=C1)N)F)=O (5-amino-2-fluoro-benzoic acid methyl ester). Yields the product COC(C1=C(C=CC(=C1)NC(=O)C=1N=C(NC1CCC12CC3CC(CC(C1)C3)C2)C=2C(=NC(=CC2C)C)C)F)=O (5-{[5-(2-adamantan-1-yl-ethyl)-2-(2,4,6-trimethyl-pyridine-3-yl)-1H-imidazole-4-carbonyl]-amino}-2-fluoro-benzoic acid methyl ester). Reaction SMILES: [C:1]12([CH2:11][CH2:12][C:13]3[NH:17][C:16]([C:18]4[C:19]([CH3:26])=[N:20][C:21]([CH3:25])=[CH:22][C:23]=4[CH3:24])=[N:15][C:14]=3[C:27](O)=[O:28])[CH2:10][CH:5]3[CH2:6][CH:7]([CH2:9][CH:3]([CH2:4]3)[CH2:2]1)[CH2:8]2.[CH3:30][O:31][C:32](=[O:41])[C:33]1[CH:38]=[C:37]([NH2:39])[CH:36]=[CH:35][C:34]=1[F:40]>>[CH3:30][O:31][C:32](=[O:41])[C:33]1[CH:38]=[C:37]([NH:39][C:27]([C:14]2[N:15]=[C:16]([C:18]3[C:19]([CH3:26])=[N:20][C:21]([CH3:25])=[CH:22][C:23]=3[CH3:24])[NH:17][C:13]=2[CH2:12][CH2:11][C:1]23[CH2:10][CH:5]4[CH2:4][CH:3]([CH2:9][CH:7]([CH2:6]4)[CH2:8]2)[CH2:2]3)=[O:28])[CH:36]=[CH:35][C:34]=1[F:40]. Procedure: 5-(2-Adamantan-1-yl-ethyl)-2-(2,4,6-trimethyl-pyridine-3-yl)-1H-imidazole-4-carboxylic acid (Example 182) was reacted with 5-amino-2-fluoro-benzoic acid methyl ester according to the procedure of Example 20, step d to afford 5-{[5-(2-adamantan-1-yl-ethyl)-2-(2,4,6-trimethyl-pyridine-3-yl)-1H-imidazole-4-carbonyl]-amino}-2-fluoro-benzoic acid methyl ester. The ester was hydrolysed following the procedure of Example 36, step d, to afford the title compound as a white solid. 1H NMR (300 MHz, d6-DMS... Starting materials: CC(C)(C)[O-], Cc1ccccc1, COc1ccc(CNc2cc(Br)ncc2[N+](=O)[O-])cc1, N#Cc1cnc(N)cn1, [Na+], CC(=O)[O-], CC(=O)[O-], CN(C)C=O, [Pd+2]. As a reaction SMILES: [CH3:17][C:18]([CH3:19])([O-:20])[CH3:21].[CH3:1][c:2]1[cH:3][cH:4][cH:5][cH:6][cH:7]1.[CH3:23][O:24][c:25]1[cH:26][cH:27][c:28]([CH2:29][NH:30][c:31]2[cH:32][c:33]([Br:40])[n:34][cH:35][c:36]2[N+:37](=[O:38])[O-:39])[cH:41][cH:42]1.[NH2:8][c:9]1[n:10][cH:11][c:12]([C:15]#[N:16])[n:13][cH:14]1.[Na+:22].[O-:44][C:45]([CH3:46])=[O:47].[O-:48][C:49]([CH3:50])=[O:51].[O:52]=[CH:53][N:54]([CH3:55])[CH3:56].[Pd+2:43]>>[NH:8]([c:9]1[n:10][cH:11][c:12]([C:15]#[N:16])[n:13][cH:14]1)[c:33]1[cH:32][c:31]([NH:30][CH2:29][c:28]2[cH:27][cH:26][c:25]([O:24][CH3:23])[cH:42][cH:41]2)[c:36]([N+:37](=[O:38])[O-:39])[cH:35][n:34]1. The product is COc1ccc(CNc2cc(Nc3cnc(C#N)cn3)ncc2[N+](=O)[O-])cc1. Reactants: C#Cc1ccc(Cc2ccccc2OC2OC(CO)C(O)C(O)C2O)cc1, COC(=O)Cl, Cl, Cc1cc(C)nc(C)c1. Yields the product C#Cc1ccc(Cc2ccccc2OC2OC(COC(=O)OC)C(O)C(O)C2O)cc1. RXN SMILES: [CH:1]1([O:12][c:13]2[c:14]([CH2:19][c:20]3[cH:21][cH:22][c:23]([C:26]#[CH:27])[cH:24][cH:25]3)[cH:15][cH:16][cH:17][cH:18]2)[CH:2]([OH:3])[CH:4]([OH:5])[CH:6]([OH:7])[CH:8]([CH2:10][OH:11])[O:9]1.[Cl:28][C:29](=[O:30])[O:31][CH3:32].[ClH:33].[n:34]1[c:35]([CH3:36])[cH:37][c:38]([CH3:39])[cH:40][c:41]1[CH3:42]>>[CH:1]1([O:12][c:13]2[c:14]([CH2:19][c:20]3[cH:21][cH:22][c:23]([C:26]#[CH:27])[cH:24][cH:25]3)[cH:15][cH:16][cH:17][cH:18]2)[CH:2]([OH:3])[CH:4]([OH:5])[CH:6]([OH:7])[CH:8]([CH2:10][O:11][C:29](=[O:30])[O:31][CH3:32])[O:9]1. Starting materials: C(C)(C)(C)NS(=O)(=O)C1=C(C(=O)OC)C=CC(=C1)C(NC(C)C)=O (methyl 2-tert-butylsulfamoyl-4-isopropylcarbamoylbenzoate). Solvent: FC(C(=O)O)(F)F (trifluoroacetic acid). Product: C(C)(C)NC(=O)C1=CC(=C(C(=O)OC)C=C1)S(N)(=O)=O (Methyl 4-isopropylcarbamoyl-2-sulfamoylbenzoate). As a reaction SMILES: C([NH:5][S:6]([C:9]1[CH:18]=[C:17]([C:19](=[O:24])[NH:20][CH:21]([CH3:23])[CH3:22])[CH:16]=[CH:15][C:10]=1[C:11]([O:13][CH3:14])=[O:12])(=[O:8])=[O:7])(C)(C)C>FC(F)(F)C(O)=O>[CH:21]([NH:20][C:19]([C:17]1[CH:16]=[CH:15][C:10]([C:11]([O:13][CH3:14])=[O:12])=[C:9]([S:6](=[O:8])(=[O:7])[NH2:5])[CH:18]=1)=[O:24])([CH3:23])[CH3:22]. Reported procedure: At room temperature, 19.6 g (0.055 mol) of methyl 2-tert-butylsulfamoyl-4-isopropylcarbamoylbenzoate were stirred in 200 ml of trifluoroacetic acid for 3 h. The mixture was concentrated and the residue was triturated with diethyl ether and filtered off. This gave 15.6 g (95% of theory) of methyl 4-isopropylcarbamoyl-2-sulfamoylbenzoate of m.p. 203-205° C. Starting materials: CO, COC(=O)c1cc(Cl)nc2[nH]ccc12, Cl, [Li+], [OH-]. Product: O=C(O)c1cc(Cl)nc2[nH]ccc12. RXN SMILES: [CH3:18][OH:19].[CH3:3][O:4][C:5](=[O:6])[c:7]1[c:8]2[c:9]([n:10][c:11]([Cl:13])[cH:12]1)[nH:14][cH:15][cH:16]2.[ClH:17].[Li+:1].[OH-:2]>>[O:4]=[C:5]([OH:6])[c:7]1[c:8]2[c:9]([n:10][c:11]([Cl:13])[cH:12]1)[nH:14][cH:15][cH:16]2. RXN SMILES: [CH2:1]([c:2]1[cH:3][cH:4][cH:5][cH:6][cH:7]1)[N:8]([CH2:9][CH2:10][O:11][S:12]([CH3:13])(=[O:14])=[O:15])[CH2:16][CH:17]1[NH:18][C:19](=[O:22])[CH2:20][CH2:21]1.[CH3:25][C:26]#[N:27].[H-:24].[Na+:23]>>[CH2:1]([c:2]1[cH:3][cH:4][cH:5][cH:6][cH:7]1)[N:8]1[CH2:9][CH2:10][N:18]2[CH:17]([CH2:16]1)[CH2:21][CH2:20][C:19]2=[O:22]. Starting materials: CS(=O)(=O)OCCN(Cc1ccccc1)CC1CCC(=O)N1, CC#N, [H-], [Na+]. Product: O=C1CCC2CN(Cc3ccccc3)CCN12.